From a dataset of the Open Reaction Database (ORD), a public repository of structured organic reaction records. describe an organic reaction: reactants, conditions, products, and yield The reactants are COc1cccc(Br)n1, CC(C)(C)P(c1ccccc1-c1ccccc1)C(C)(C)C, C=Cc1ccc(N2CC(=O)N(CC[Si](C)(C)C)S2(=O)=O)c(OCc2ccccc2)c1, CC#N, CC(=O)[O-], CC(=O)[O-], [Pd+2]. The product is COc1cccc(C=Cc2ccc(N3CC(=O)N(CC[Si](C)(C)C)S3(=O)=O)c(OCc3ccccc3)c2)n1. Reaction SMILES: [Br:31][c:32]1[n:33][c:34]([O:38][CH3:39])[cH:35][cH:36][cH:37]1.[C:40]([P:41]([C:42]([CH3:43])([CH3:44])[CH3:45])[c:46]1[cH:47][cH:48][cH:49][cH:50][c:51]1-[c:52]1[cH:53][cH:54][cH:55][cH:56][cH:57]1)([CH3:58])([CH3:59])[CH3:60].[CH2:1]([c:2]1[cH:3][cH:4][cH:5][cH:6][cH:7]1)[O:8][c:9]1[c:10]([N:17]2[CH2:18][C:19](=[O:30])[N:20]([CH2:24][CH2:25][Si:26]([CH3:27])([CH3:28])[CH3:29])[S:21]2(=[O:22])=[O:23])[cH:11][cH:12][c:13]([CH:15]=[CH2:16])[cH:14]1.[CH3:61][C:62]#[N:63].[O-:65][C:66]([CH3:67])=[O:68].[O-:69][C:70]([CH3:71])=[O:72].[Pd+2:64]>>[CH2:1]([c:2]1[cH:3][cH:4][cH:5][cH:6][cH:7]1)[O:8][c:9]1[c:10]([N:17]2[CH2:18][C:19](=[O:30])[N:20]([CH2:24][CH2:25][Si:26]([CH3:27])([CH3:28])[CH3:29])[S:21]2(=[O:22])=[O:23])[cH:11][cH:12][c:13]([CH:15]=[CH:16][c:32]2[n:33][c:34]([O:38][CH3:39])[cH:35][cH:36][cH:37]2)[cH:14]1. The reactants are CC1(C)Nc2ccc(NC3=NCCN3)c(Br)c2NC1=O, C1CCOC1. Product: CC1(C)CNc2c(ccc(NC3=NCCN3)c2Br)N1. As a reaction SMILES: [Br:1][c:2]1[c:3]2[c:8]([cH:9][cH:10][c:11]1[NH:12][C:13]1=[N:17][CH2:16][CH2:15][NH:14]1)[NH:7][C:6]([CH3:18])([CH3:19])[C:5](=[O:20])[NH:4]2.[O:21]1[CH2:22][CH2:23][CH2:24][CH2:25]1>>[Br:1][c:2]1[c:3]2[c:8]([cH:9][cH:10][c:11]1[NH:12][C:13]1=[N:17][CH2:16][CH2:15][NH:14]1)[NH:7][C:6]([CH3:18])([CH3:19])[CH2:5][NH:4]2. The reactants are CN=C(C1=CC=C(C=C1)C)Cl (N-Methyl 4-methylbenzimidoyl chloride), CN1C(=CC(=C1)C)CC(=O)OC (Methyl 1,4-dimethyl-1H-pyrrole-2-acetate), alcohol, ClS(=O)(=O)O (chlorosulfonic acid), Cl(=O)(=O)(=O)O (perchloric acid). Run in CCOCC (ether). Yields the product Cl(=O)(=O)(=O)O.CN1C(=CC(=C1C(C1=CC=C(C=C1)C)=NC)C)CC(=O)OC (Methyl 1,4-Dimethyl-5-[(methylimino)(4-methylphenyl)methyl]-1H-pyrrole-2-acetate Perchlorate). Yield: 61.0%. RXN SMILES: [CH3:1][N:2]=[C:3](Cl)[C:4]1[CH:9]=[CH:8][C:7]([CH3:10])=[CH:6][CH:5]=1.ClS(O)(=O)=O.[CH3:17][N:18]1[CH:22]=[C:21]([CH3:23])[CH:20]=[C:19]1[CH2:24][C:25]([O:27][CH3:28])=[O:26].[Cl:29]([OH:33])(=[O:32])(=[O:31])=[O:30]>CCOCC>[Cl:29]([OH:33])(=[O:32])(=[O:31])=[O:30].[CH3:17][N:18]1[C:22]([C:3](=[N:2][CH3:1])[C:4]2[CH:9]=[CH:8][C:7]([CH3:10])=[CH:6][CH:5]=2)=[C:21]([CH3:23])[CH:20]=[C:19]1[CH2:24][C:25]([O:27][CH3:28])=[O:26] |f:5.6|. Procedure: N-Methyl 4-methylbenzimidoyl chloride (5.44 g, 32.5 mmole) was placed in a dry 50 ml round bottom flask and treated with alcohol free chloroform (13 ml) and chlorosulfonic acid (0.38 g, 3.2 mmole). The reaction was placed under a nitrogen atmosphere and stirred at room temperature. Methyl 1,4-dimethyl-1H-pyrrole-2-acetate (5.39 g, 32.3 mmole) was added and the reaction was stirred overnight. The reaction was quenched with saturated aqueous sodium bicarbonate. The phases were separated, and the o... Procedure details: A solution of the product from Example 1 step (c) (200 mg) and pyrrolidine (0.15 ml) in tetrahydrofuran (5 ml) was stirred for 2 days. The solvent was removed in vacuo and the residue dissolved in water and aqueous potassium carbonate and extracted with ethyl acetate (three times). The combined organic extracts were washed with water, dried (Na2SO4) and evaporated to give an oil. To a solution of this amine in isopropanol (3 ml) was added a solution of oxalic acid (44 mg) in methanol (0.3 ml). T... Reaction SMILES: [Cl:1][C:2]1[CH:9]=[CH:8][C:5]([C:6]#[N:7])=[C:4]([O:10][C@@H:11]([C:16]2[CH:21]=[CH:20][CH:19]=[CH:18][CH:17]=2)[CH2:12][CH2:13][CH2:14]I)[CH:3]=1.[NH:22]1[CH2:26][CH2:25][CH2:24][CH2:23]1.[C:27]([OH:32])(=[O:31])[C:28]([OH:30])=[O:29]>O1CCCC1.C(O)(C)C.CO>[C:27]([OH:32])(=[O:31])[C:28]([OH:30])=[O:29].[Cl:1][C:2]1[CH:9]=[CH:8][C:5]([C:6]#[N:7])=[C:4]([O:10][C@@H:11]([C:16]2[CH:21]=[CH:20][CH:19]=[CH:18][CH:17]=2)[CH2:12][CH2:13][CH2:14][N:22]2[CH2:26][CH2:25][CH2:24][CH2:23]2)[CH:3]=1 |f:6.7|. The solvent is O1CCCC1 (tetrahydrofuran), C(C)(C)O (isopropanol), CO (methanol). Yields the product C(C(=O)O)(=O)O.ClC1=CC(=C(C#N)C=C1)O[C@H](CCCN1CCCC1)C1=CC=CC=C1 (4-Chloro-2-[[(1R)-1-phenyl-4-(1-pyrrolidinyl)butyl]oxy]-benzonitrile ethanedioate). The reactants are ClC1=CC(=C(C#N)C=C1)O[C@H](CCCI)C1=CC=CC=C1 (4-Chloro-2-[[(1R)-4-iodo-1-phenylbutyl]oxy]benzonitrile), N1CCCC1 (pyrrolidine), amine, C(C(=O)O)(=O)O (oxalic acid). Starting materials: O=C1CCC(=O)N1Br, CCn1ncc2c(N3CC4CCC(C3)O4)nc(-c3ccc([N+](=O)[O-])cc3)nc21, CN(C)C=O, O. Product: CCn1nc(Br)c2c(N3CC4CCC(C3)O4)nc(-c3ccc([N+](=O)[O-])cc3)nc21. RXN SMILES: [Br:29][N:30]1[C:31](=[O:32])[CH2:33][CH2:34][C:35]1=[O:36].[CH2:1]([CH3:2])[n:3]1[n:4][cH:5][c:6]2[c:7]1[n:8][c:9](-[c:20]1[cH:21][cH:22][c:23]([N+:26](=[O:27])[O-:28])[cH:24][cH:25]1)[n:10][c:11]2[N:12]1[CH2:13][CH:14]2[CH2:15][CH2:16][CH:17]([CH2:18]1)[O:19]2.[O:38]=[CH:39][N:40]([CH3:41])[CH3:42].[OH2:37]>>[CH2:1]([CH3:2])[n:3]1[n:4][c:5]([Br:29])[c:6]2[c:7]1[n:8][c:9](-[c:20]1[cH:21][cH:22][c:23]([N+:26](=[O:27])[O-:28])[cH:24][cH:25]1)[n:10][c:11]2[N:12]1[CH2:13][CH:14]2[CH2:15][CH2:16][CH:17]([CH2:18]1)[O:19]2.